Dataset: the Open Reaction Database (ORD), a public repository of structured organic reaction records. Task: describe an organic reaction: reactants, conditions, products, and yield Starting materials: C(C)N (ethylamine), ClCC1=NCC(C2=CC=CC=C12)C1=CC=CC=C1 (1-chloromethyl-3,4-dihydro-4-phenylisoquinoline). Reagents/catalysts: [Pd] (Pd/C). The solvent is CO (methanol). Product: Cl.Cl.C(C)NCC1NCC(C2=CC=CC=C12)C1=CC=CC=C1 (1,2,3,4-tetrahydro-1-(ethylamino)methyl-4-phenylisoquinoline dihydrochloride). RXN SMILES: [CH2:1]([NH2:3])[CH3:2].[Cl:4][CH2:5][C:6]1[C:15]2[C:10](=[CH:11][CH:12]=[CH:13][CH:14]=2)[CH:9]([C:16]2[CH:21]=[CH:20][CH:19]=[CH:18][CH:17]=2)[CH2:8][N:7]=1>CO.[Pd]>[ClH:4].[ClH:4].[CH2:1]([NH:3][CH2:5][CH:6]1[C:15]2[C:10](=[CH:11][CH:12]=[CH:13][CH:14]=2)[CH:9]([C:16]2[CH:21]=[CH:20][CH:19]=[CH:18][CH:17]=2)[CH2:8][NH:7]1)[CH3:2] |f:4.5.6|. Procedure: To a stirred solution of ethylamine (100 ml) in methanol (250 ml) maintained under nitrogen and cooled in an ice bath was added portionwise 1-chloromethyl-3,4-dihydro-4-phenylisoquinoline (10.0 g, 0.033 m) and the mixture heated to 50°-52° C. for 2 hours. After cooling, the solution was poured into a pressure bottle and hydrogenated on a Parr apparatus over 10% Pd/C catalyst (2.0 g) at 40 psi for 1 hour. The catalyst was removed by filtration and the solvent evaporated to a gummy residue. This r... Reactants: COC1=CC(=CC=2N1C=CN2)C (5-methoxy-7-methylimidazo[1,2-a]pyridine), C1CC(=O)N(C1=O)Br (N-bromosuccimide). Solvent: C(Cl)(Cl)(Cl)Cl (carbon tetrachloride). Reaction conditions: time 2 hour. The product is BrC1=CN=C2N1C(=CC(=C2)C)OC (3-bromo-5-methoxy-7-methylimidazo[1,2-a]pyridine). Yield: 81.5%. Reaction SMILES: [CH3:1][O:2][C:3]1[N:8]2[CH:9]=[CH:10][N:11]=[C:7]2[CH:6]=[C:5]([CH3:12])[CH:4]=1.C1C(=O)N([Br:20])C(=O)C1>C(Cl)(Cl)(Cl)Cl>[Br:20][C:9]1[N:8]2[C:3]([O:2][CH3:1])=[CH:4][C:5]([CH3:12])=[CH:6][C:7]2=[N:11][CH:10]=1. Procedure: To a solution of 5-methoxy-7-methylimidazo[1,2-a]pyridine (900 mg, 5.6 mmol) in carbon tetrachloride (100 mL), is added N-bromosuccimide (990 mg, 5.6 mmol). It is stirred at room temperature for 2 h. The reaction solution is then filtered through celite and the filtrate concentrated in vacuo. Ethyl acetate (150 mL) and water are added to the residue. The organic layer is separated and extracted with hydrochloric acid (1N, 3×100). The combined aqueous layer is neutralized with ammonium hydroxide ... Starting materials: CN(C)C=O, Cl, C=C(I)CC(O)c1cccc2ccccc12, [Na+], [OH-]. The product is C#CCC(O)c1cccc2ccccc12. Reaction SMILES: [CH3:20][N:21]([CH3:22])[CH:23]=[O:24].[ClH:19].[I:1][C:2]([CH2:3][CH:4]([OH:5])[c:6]1[cH:7][cH:8][cH:9][c:10]2[cH:11][cH:12][cH:13][cH:14][c:15]12)=[CH2:16].[Na+:18].[OH-:17]>>[C:2]([CH2:3][CH:4]([OH:5])[c:6]1[cH:7][cH:8][cH:9][c:10]2[cH:11][cH:12][cH:13][cH:14][c:15]12)#[CH:16]. The reactants are CCOC(=O)C1c2cc(Br)c(OC)cc2CCN1C(=O)C(=O)N(CCCOCC#Cc1cncs1)C(C)(C)C, Cl, [K+], C1COCCO1, [OH-], O. The product is COc1cc2c(cc1Br)C(C(=O)O)N(C(=O)C(=O)N(CCCOCC#Cc1cncs1)C(C)(C)C)CC2. RXN SMILES: [Br:1][c:2]1[c:3]([O:38][CH3:39])[cH:4][c:5]2[c:10]([cH:11]1)[CH:9]([C:12](=[O:13])[O:14][CH2:15][CH3:16])[N:8]([C:17]([C:18](=[O:19])[N:20]([CH2:21][CH2:22][CH2:23][O:24][CH2:25][C:26]#[C:27][c:28]1[cH:29][n:30][cH:31][s:32]1)[C:33]([CH3:34])([CH3:35])[CH3:36])=[O:37])[CH2:7][CH2:6]2.[ClH:49].[K+:41].[O:42]1[CH2:43][CH2:44][O:45][CH2:46][CH2:47]1.[OH-:40].[OH2:48]>>[Br:1][c:2]1[c:3]([O:38][CH3:39])[cH:4][c:5]2[c:10]([cH:11]1)[CH:9]([C:12](=[O:13])[OH:14])[N:8]([C:17]([C:18](=[O:19])[N:20]([CH2:21][CH2:22][CH2:23][O:24][CH2:25][C:26]#[C:27][c:28]1[cH:29][n:30][cH:31][s:32]1)[C:33]([CH3:34])([CH3:35])[CH3:36])=[O:37])[CH2:7][CH2:6]2.